Dataset: the Open Reaction Database (ORD), a public repository of structured organic reaction records. Task: describe an organic reaction: reactants, conditions, products, and yield Solvent: CO (methanol). Product: FC(C(F)F)(OC=1C=C(C=CC1)NC1=NC=CC(=N1)C1=CC(=NC=C1)C(N)=O)F (N-[3-(1,1,2,2-tetrafluoro-ethoxy)-phenyl]-4-(2-carbamoyl-4-pyridyl)-2-pyrimidineamine). Reported procedure: 0.58 ml of hydrogen peroxide (30%), 0.16 ml of 1-hexene, 11 mg of sodium carbonate and 2 ml of methanol are added to 50 mg (0.12 mmol) of N-[3-(1,1,2,2-tetrafluoro-ethoxy)-phenyl]-4-(2-cyano-4-pyridyl)-2-pyrimidineamine and the reaction mixture is stirred for 14 h at RT. The product is isolated by filtration, washed with methanol/water (9:1) and dried to give N-[3-(1,1,2,2-tetrafluoro-ethoxy)-phenyl]-4-(2-carbamoyl-4-pyridyl)-2-pyrimidineamine; m.p. 224°-225°, FAB-MS: 408 (M+ +H), 290. Reaction conditions: time 14 hour. The reactants are OO (hydrogen peroxide), C=CCCCC (1-hexene), C([O-])([O-])=O.[Na+].[Na+] (sodium carbonate), FC(C(F)F)(OC=1C=C(C=CC1)NC1=NC=CC(=N1)C1=CC(=NC=C1)C#N)F (N-[3-(1,1,2,2-tetrafluoro-ethoxy)-phenyl]-4-(2-cyano-4-pyridyl)-2-pyrimidineamine). RXN SMILES: OO.C=CCCCC.C(=O)([O-])[O-:10].[Na+].[Na+].[F:15][C:16]([F:42])([O:20][C:21]1[CH:22]=[C:23]([NH:27][C:28]2[N:33]=[C:32]([C:34]3[CH:39]=[CH:38][N:37]=[C:36]([C:40]#[N:41])[CH:35]=3)[CH:31]=[CH:30][N:29]=2)[CH:24]=[CH:25][CH:26]=1)[CH:17]([F:19])[F:18]>CO>[F:42][C:16]([F:15])([O:20][C:21]1[CH:22]=[C:23]([NH:27][C:28]2[N:33]=[C:32]([C:34]3[CH:39]=[CH:38][N:37]=[C:36]([C:40](=[O:10])[NH2:41])[CH:35]=3)[CH:31]=[CH:30][N:29]=2)[CH:24]=[CH:25][CH:26]=1)[CH:17]([F:19])[F:18] |f:2.3.4|. The reactants are CCOC(=O)c1nc(NC(=O)Nc2ccc(OC(F)(F)F)cc2)cn1C, CCO, Cl, [Na+], C1CCOC1, [OH-]. Product: Cn1cc(NC(=O)Nc2ccc(OC(F)(F)F)cc2)nc1C(=O)O. As a reaction SMILES: [CH3:1][n:2]1[c:3]([C:22](=[O:23])[O:24][CH2:25][CH3:26])[n:4][c:5]([NH:7][C:8](=[O:9])[NH:10][c:11]2[cH:12][cH:13][c:14]([O:17][C:18]([F:19])([F:20])[F:21])[cH:15][cH:16]2)[cH:6]1.[CH3:30][CH2:31][OH:32].[ClH:29].[Na+:28].[O:33]1[CH2:34][CH2:35][CH2:36][CH2:37]1.[OH-:27]>>[CH3:1][n:2]1[c:3]([C:22](=[O:23])[OH:24])[n:4][c:5]([NH:7][C:8](=[O:9])[NH:10][c:11]2[cH:12][cH:13][c:14]([O:17][C:18]([F:19])([F:20])[F:21])[cH:15][cH:16]2)[cH:6]1. Starting materials: N(=NC(C#N)(C)C)C(C#N)(C)C (2,2′-azobisisobutyronitrile), CC1=CC=C2C=CC(=CC2=C1)C#N (7-methyl-2-naphthalene carbonitrile), product, BrN1C(CCC1=O)=O (N-bromosuccinimide). Solvent: C(CC)#N (propionitrile). Reaction conditions: temperature 80 celsius. Yields the product BrCC1=CC=C2C=CC(=CC2=C1)C#N (7-Bromomethyl-2-naphthalene Carbonitrile). The yield is 25.7%. RXN SMILES: N(C(C)(C)C#N)=NC(C)(C)C#N.[CH3:13][C:14]1[CH:23]=[C:22]2[C:17]([CH:18]=[CH:19][C:20]([C:24]#[N:25])=[CH:21]2)=[CH:16][CH:15]=1.[Br:26]N1C(=O)CCC1=O>C(#N)CC>[Br:26][CH2:13][C:14]1[CH:23]=[C:22]2[C:17]([CH:18]=[CH:19][C:20]([C:24]#[N:25])=[CH:21]2)=[CH:16][CH:15]=1. Reported procedure: 2,2′-azobisisobutyronitrile (491 mg, 3 mmol) and propionitrile (50 ml) were added to 7-methyl-2-naphthalene carbonitrile (5.0 g, 30 mmol) at room temperature. N-bromosuccinimide (5.3 g, 30 mmol) was added thereto, and the mixture was heated at an internal temperature of 80° C. for 4 hours. After that, the experiment was conducted in the same way as Example 12. Analysis by reversed-phase chromatography by use of the obtained product from Example 11 as a standard sample revealed that 1.9 g of the ... The reactants are C(OCCl)(OC)=O (Chloromethyl methyl carbonate), FC(F)(F)SCC(=O)NC1[C@@H]2N(C(=C(CS2)C(C)SC2=NN=NN2)C(=O)O)C1=O.[Na] (sodium 7-trifluoromethylmercaptoacetamido-3-(1-methyltetrazol-5-ylthiomethyl)-3-cephem-4-carboxylic acid). Procedure details: Chloromethyl methyl carbonate (0.02 mol) is reacted with sodium 7-trifluoromethylmercaptoacetamido-3-(1-methyltetrazol-5-ylthiomethyl)-3-cephem-4-carboxylic acid (0.01 mol) in DMF for 20 hours. On work up as described in Example 1, methoxycarbonyloxymethyl 7-trifluoromethylmercaptoacetamido-3-(1-methyltetrazol-5-ylthiomethyl)-3-cephem-4-carboxylate is obtained. Solvent: CN(C)C=O (DMF). Yields the product FC(F)(F)SCC(=O)NC1[C@@H]2N(C(=C(CS2)C(C)SC2=NN=NN2)C(=O)OCOC(=O)OC)C1=O (methoxycarbonyloxymethyl 7-trifluoromethylmercaptoacetamido-3-(1-methyltetrazol-5-ylthiomethyl)-3-cephem-4-carboxylate). As a reaction SMILES: [C:1](=[O:7])([O:5][CH3:6])[O:2][CH2:3]Cl.[F:8][C:9]([S:12][CH2:13][C:14]([NH:16][CH:17]1[C:35](=[O:36])[N:19]2[C:20]([C:32]([OH:34])=[O:33])=[C:21]([CH:24]([S:26][C:27]3[NH:31][N:30]=[N:29][N:28]=3)[CH3:25])[CH2:22][S:23][C@H:18]12)=[O:15])([F:11])[F:10].[Na]>CN(C=O)C>[F:8][C:9]([S:12][CH2:13][C:14]([NH:16][CH:17]1[C:35](=[O:36])[N:19]2[C:20]([C:32]([O:34][CH2:3][O:2][C:1]([O:5][CH3:6])=[O:7])=[O:33])=[C:21]([CH:24]([S:26][C:27]3[NH:28][N:29]=[N:30][N:31]=3)[CH3:25])[CH2:22][S:23][C@H:18]12)=[O:15])([F:11])[F:10] |f:1.2,^1:36|. Starting materials: COC(=O)c1cc(S(=O)(=O)c2cccs2)cn1Cc1ccc(F)c(F)c1, CCO, [K+], [OH-], O. Product: O=C(O)c1cc(S(=O)(=O)c2cccs2)cn1Cc1ccc(F)c(F)c1. RXN SMILES: [CH3:1][O:2][C:3](=[O:4])[c:5]1[n:6]([CH2:18][c:19]2[cH:20][c:21]([F:26])[c:22]([F:25])[cH:23][cH:24]2)[cH:7][c:8]([S:10](=[O:11])(=[O:12])[c:13]2[s:14][cH:15][cH:16][cH:17]2)[cH:9]1.[CH3:29][CH2:30][OH:31].[K+:28].[OH-:27].[OH2:32]>>[O:2]=[C:3]([OH:4])[c:5]1[n:6]([CH2:18][c:19]2[cH:20][c:21]([F:26])[c:22]([F:25])[cH:23][cH:24]2)[cH:7][c:8]([S:10](=[O:11])(=[O:12])[c:13]2[s:14][cH:15][cH:16][cH:17]2)[cH:9]1. The product is Cl.NC1C(C2=CC(=CC=C2C1)Cl)=O (2-Amino-6-chloro-1-indanone hydrochloride), expected product. Reaction SMILES: [NH2:1][CH:2]1[CH2:10][C:9]2[C:4](=[CH:5][CH:6]=[CH:7][CH:8]=2)[C:3]1=[O:11].C1(C)C=CC(S(O)(=O)=O)=CC=1.[Cl:23]C1C=C2C(CCC2=NO)=CC=1.[Na].C(O)C>C1(C)C=CC=CC=1>[ClH:23].[NH2:1][CH:2]1[CH2:10][C:9]2[C:4](=[CH:5][C:6]([Cl:23])=[CH:7][CH:8]=2)[C:3]1=[O:11] |f:1.2,6.7,^1:34|. Reported procedure: 2-Amino-6-chloro-1-indanone hydrochloride is prepared in the same way as in Example 1 for the preparation of 2-amino-1-indanone, starting from 57.5 g of 6-chloro-1-indanone oxime p-toluenesulphonate, 3.94 g of sodium, 200 ml of absolute ethanol and 1 litre of anhydrous toluene. After 15 hours of reaction at 0° C., the precipitate formed is filtered off on Celite, the filtrate washed with water and then extracted with IN hydrochloric acid (2×500 ml) and the aqueous phase concentrated to dryness u... Reactants: NC1C(C2=CC=CC=C2C1)=O (2-amino-1-indanone), [Na] (sodium), C(C)O (ethanol), C1(=CC=C(C=C1)S(=O)(=O)O)C.ClC1=CC=C2CCC(C2=C1)=NO (6-chloro-1-indanone oxime p-toluenesulphonate). The solvent is C1(=CC=CC=C1)C (toluene). The reactants are ClC=1C(=NC(=C(C#N)C1)OCCOC(C)C)Cl (5,6-dichloro-2-(2-isopropoxyethoxy)nicotinonitrile), FC=1C(=CC2=C(B(OC2)O)C1)O (6-fluorobenzo[c][1,2]oxaborole-1,5(3H)-diol). Yields the product ClC=1C(=NC(=C(C#N)C1)OCCOC(C)C)OC1=CC2=C(B(OC2)O)C=C1F (5-Chloro-6-(6-fluoro-1-hydroxy-1,3-dihydrobenzo[c][1,2]oxaborol-5-yloxy)-2-(2-isopropoxyethoxy)nicotinonitrile). Reaction SMILES: [Cl:1][C:2]1[C:3](Cl)=[N:4][C:5]([O:10][CH2:11][CH2:12][O:13][CH:14]([CH3:16])[CH3:15])=[C:6]([CH:9]=1)[C:7]#[N:8].[F:18][C:19]1[C:20]([OH:29])=[CH:21][C:22]2[CH2:26][O:25][B:24]([OH:27])[C:23]=2[CH:28]=1>>[Cl:1][C:2]1[C:3]([O:29][C:20]2[C:19]([F:18])=[CH:28][C:23]3[B:24]([OH:27])[O:25][CH2:26][C:22]=3[CH:21]=2)=[N:4][C:5]([O:10][CH2:11][CH2:12][O:13][CH:14]([CH3:16])[CH3:15])=[C:6]([CH:9]=1)[C:7]#[N:8]. Procedure: This compound was prepared from 5,6-dichloro-2-(2-isopropoxyethoxy)nicotinonitrile and 6-fluorobenzo[c][1,2]oxaborole-1,5(3H)-diol in a similar manner to that of D230. 1H-NMR (400 MHz, DMSO-d6) δ (ppm) 1.0 (d, J=4.5 Hz, 6H), 3.32-3.45 (m, 3H), 4.04-4.05 (m, 2H), 5.0 (s, 2H), 7.53 (d, J=4.8 Hz, 1H), 7.65 (d, J=7.2 Hz, 1H), 8.63 (s, 1H), 9.4 (s, 1H).